From a dataset of the Open Reaction Database (ORD), a public repository of structured organic reaction records. describe an organic reaction: reactants, conditions, products, and yield Reactants: N1CCOCC1 (morpholine), COC(=O)C1=NN(C(=N1)CN1CCCC1)C1=C(C=C(C=C1)Cl)C(C1=CC=CC=C1)=O (1-(2-benzoyl-4-chlorophenyl)-5-[(1-pyrrolidinyl)-methyl]-1H-1,2,4-triazole-3-carboxylic acid methyl ester), COC(=O)C1=NN(C(=N1)CN1CCCCC1)C1=C(C=C(C=C1)Cl)C(C1=CC=CC=C1)=O (1-(2-benzoyl-4-chlorophenyl)-5-(piperidinomethyl)-1H-1,2,4-triazole-3-carboxylic acid methyl ester). The product is N1CCCC1 (pyrrolidine), N1CCCCC1 (piperidine). As a reaction SMILES: [NH:1]1[CH2:6][CH2:5]O[CH2:3][CH2:2]1.COC(C1N=C(CN2CCCC2)[N:13]([C:22]2[CH:27]=[CH:26][C:25](Cl)=[CH:24]C=2C(=O)C2C=CC=CC=2)N=1)=O.COC(C1N=C(CN2CCCCC2)N(C2C=CC(Cl)=CC=2C(=O)C2C=CC=CC=2)N=1)=O>>[NH:1]1[CH2:6][CH2:5][CH2:3][CH2:2]1.[NH:13]1[CH2:22][CH2:27][CH2:26][CH2:25][CH2:24]1. Procedure: By a procedure analogous to that of Example 1 there are obtained, with the use of 2.9 g (0.041 mole) of pyrrolidine and 3.0 g (0.041 mole) of piperidine, instead of morpholine, crude 1-(2-benzoyl-4-chlorophenyl)-5-[(1-pyrrolidinyl)-methyl]-1H-1,2,4-triazole-3-carboxylic acid methyl ester and crude 1-(2-benzoyl-4-chlorophenyl)-5-(piperidinomethyl)-1H-1,2,4-triazole-3-carboxylic acid methyl ester, respectively. Reactants: [OH-].[K+] (potassium hydroxide), OC1=C(C(=O)OC)C=C(C=C1)OCCC[Si](C)(C)C (methyl 2-hydroxy-5-(3-trimethylsilanylpropyloxy)benzoate), Cl (hydrochloric acid). The solvent is C(C)O.O (ethanol water). The product is OC1=C(C(=O)O)C=C(C=C1)OCCC[Si](C)(C)C (2-hydroxy-5-(3-trimethylsilanylpro-pyloxy)benzoic acid). The yield is 62.1%. RXN SMILES: [OH:1][C:2]1[CH:11]=[CH:10][C:9]([O:12][CH2:13][CH2:14][CH2:15][Si:16]([CH3:19])([CH3:18])[CH3:17])=[CH:8][C:3]=1[C:4]([O:6]C)=[O:5].[OH-].[K+].Cl>C(O)C.O>[OH:1][C:2]1[CH:11]=[CH:10][C:9]([O:12][CH2:13][CH2:14][CH2:15][Si:16]([CH3:17])([CH3:19])[CH3:18])=[CH:8][C:3]=1[C:4]([OH:6])=[O:5] |f:1.2,4.5|. Reported procedure: The product of Example 3 (3.3 g, 0.012 mol) in a 50/50 ethanol/water mixture (15 ml) was maintained at reflux for 3 hours in the presence of potassium hydroxide (2 g). The mixture was cooled and acidified to pH 1 with 10% hydrochloric acid. The precipitate formed was washed with water and dried under vacuum. It was recrystallized from a 50/50 methanol/water mixture (30 ml). 2 g (yield: 64%) of 2-hydroxy-5-(3-trimethylsilanylpro-pyloxy)benzoic acid were obtained in the form of a white powder. Run in C1CCOC1 (THF), C1CCOC1 (THF). Product: C(C)OC(CC(=O)C=1C(=NC(=NC1)SC)NC1CCCC1)=O (3-(4-cyclopentylamino-2-methylsulfanyl-pyrimidin-5-yl)-3-oxo-propionic acid ethyl ester). The yield is 42.0%. The reactants are C(C)(C)[N-]C(C)C.[Li+] (lithium diisopropylamide), Cl (HCl), CCOC(=O)C (EtOAc), CCOC(=O)C (EtOAc), Cl (HCl), N1(N=NC2=C1C=CC=C2)C(=O)C=2C(=NC(=NC2)SC)NC2CCCC2 (benzotriazol-1-yl-(4-cyclopentylamino-2-methylsulfanyl-pyrimidin-5-yl)-methanone). Run at temperature -78 celsius, time 15 hour. As a reaction SMILES: C([N-]C(C)C)(C)C.[Li+].N1([C:18]([C:20]2[C:21]([NH:28][CH:29]3[CH2:33][CH2:32][CH2:31][CH2:30]3)=[N:22][C:23]([S:26][CH3:27])=[N:24][CH:25]=2)=[O:19])C2C=CC=CC=2N=N1.Cl.[CH3:35][CH2:36][O:37][C:38]([CH3:40])=[O:39]>C1COCC1>[CH2:36]([O:37][C:38](=[O:39])[CH2:40][C:18]([C:20]1[C:21]([NH:28][CH:29]2[CH2:30][CH2:31][CH2:32][CH2:33]2)=[N:22][C:23]([S:26][CH3:27])=[N:24][CH:25]=1)=[O:19])[CH3:35] |f:0.1|. Procedure details: A solution of lithium diisopropylamide (1.8 M in toluene, 26.6 mL) was added, dropwise, at −78° C., to a solution of EtOAc (2.33 mL, 23.92 mmol) in THF (100 mL), and the resulting mixture was stirred at −78° C. for 1 h. A solution of benzotriazol-1-yl-(4-cyclopentylamino-2-methylsulfanyl-pyrimidin-5-yl)-methanone (7.698 g, 21.74 mmol) in THF (60 mL) was added via cannula to the reaction mixture, and the resulting mixture was stirred at −78° C. for 4 h and at RT for 15 h. The reaction mixture was...